The task is: describe an organic reaction: reactants, conditions, products, and yield. This data is from the Open Reaction Database (ORD), a public repository of structured organic reaction records. Starting materials: [N+](=O)([O-])C=1C=C(C(=O)N2C(CCCCC2)=O)C=C(C1)[N+](=O)[O-] (N-(3,5-dinitrobenzoyl)caprolactam), C1(CCCCN1)=O (valerolactam). Product: [N+](=O)([O-])C=1C=C(C(=O)N2C(CCCC2)=O)C=C(C1)[N+](=O)[O-] (N-(3,5-dinitrobenzoyl)valerolactam). Reaction SMILES: [N+:1]([C:4]1[CH:5]=[C:6]([CH:17]=[C:18]([N+:20]([O-:22])=[O:21])[CH:19]=1)[C:7]([N:9]1C[CH2:14][CH2:13][CH2:12][CH2:11][C:10]1=[O:16])=[O:8])([O-:3])=[O:2].C1(=O)NCCCC1>>[N+:1]([C:4]1[CH:5]=[C:6]([CH:17]=[C:18]([N+:20]([O-:22])=[O:21])[CH:19]=1)[C:7]([N:9]1[CH2:14][CH2:13][CH2:12][CH2:11][C:10]1=[O:16])=[O:8])([O-:3])=[O:2]. Reported procedure: Synthesized as for N-(3,5-dinitrobenzoyl)caprolactam (Example XIX) using valerolactam (Aldrich) in place of caprolactam.